Dataset: the Open Reaction Database (ORD), a public repository of structured organic reaction records. Task: describe an organic reaction: reactants, conditions, products, and yield Starting materials: ClC1=CC=C(C=C1)[C@@H]1N=C(N([C@@H]1C1=CC=C(C=C1)Cl)C(=O)Cl)C1=C(C=CC(=C1)C(C)(C)C#N)OCC ((4S,5R)-4,5-bis-(4-chloro-phenyl)-2-[5-(cyano-dimethyl-methyl)-2-ethoxy-phenyl]-4,5-dihydro-imidazole-1-carbonyl chloride), CN(C(CN1CCNCC1)=O)C (N,N-dimethyl-2-piperazin-1-yl-acetamide). The product is ClC1=CC=C(C=C1)[C@@H]1N=C(N([C@@H]1C1=CC=C(C=C1)Cl)C(=O)N1CCN(CC1)CC(=O)N(C)C)C1=C(C=CC(=C1)C(C)(C)C#N)OCC (2-(4-{(4S,5R)-4,5-Bis-(4-chloro-phenyl)-2-[5-(cyano-dimethyl-methyl)-2-ethoxy-phenyl]-4,5-dihydro-imidazole-1-carbonyl}-piperazin-1-yl)-N,N-dimethyl-acetamide). Reaction SMILES: [Cl:1][C:2]1[CH:7]=[CH:6][C:5]([C@H:8]2[C@@H:12]([C:13]3[CH:18]=[CH:17][C:16]([Cl:19])=[CH:15][CH:14]=3)[N:11]([C:20](Cl)=[O:21])[C:10]([C:23]3[CH:28]=[C:27]([C:29]([C:32]#[N:33])([CH3:31])[CH3:30])[CH:26]=[CH:25][C:24]=3[O:34][CH2:35][CH3:36])=[N:9]2)=[CH:4][CH:3]=1.[CH3:37][N:38]([CH3:48])[C:39](=[O:47])[CH2:40][N:41]1[CH2:46][CH2:45][NH:44][CH2:43][CH2:42]1>>[Cl:1][C:2]1[CH:3]=[CH:4][C:5]([C@H:8]2[C@@H:12]([C:13]3[CH:14]=[CH:15][C:16]([Cl:19])=[CH:17][CH:18]=3)[N:11]([C:20]([N:44]3[CH2:43][CH2:42][N:41]([CH2:40][C:39]([N:38]([CH3:48])[CH3:37])=[O:47])[CH2:46][CH2:45]3)=[O:21])[C:10]([C:23]3[CH:28]=[C:27]([C:29]([C:32]#[N:33])([CH3:30])[CH3:31])[CH:26]=[CH:25][C:24]=3[O:34][CH2:35][CH3:36])=[N:9]2)=[CH:6][CH:7]=1. Reported procedure: 2-(4-{(4S,5R)-4,5-Bis-(4-chloro-phenyl)-2-[5-(cyano-dimethyl-methyl)-2-ethoxy-phenyl]-4,5-dihydro-imidazole-1-carbonyl}-piperazin-1-yl)-N,N-dimethyl-acetamide was prepared from (4S,5R)-4,5-bis-(4-chloro-phenyl)-2-[5-(cyano-dimethyl-methyl)-2-ethoxy-phenyl]-4,5-dihydro-imidazole-1-carbonyl chloride (example 12e) and N,N-dimethyl-2-piperazin-1-yl-acetamide (Oakwood Products) in an analogous manner as described in example 25. LR-MS: 675.3 [(M+H)+] Reactants: NC=1C(=NC=CC1)C#N (3-amino-2-cyanopyridine), C[O-].[Na+] (sodium methoxide), Cl.NO (hydroxylamine hydrochloride). Solvent: C(C)O (ethanol). Yields the product NC=1C(=NC=CC1)C(=NO)N (3-Amino-2-(amino(hydroxyimino)methyl)pyridine). Yield: 54.4%. RXN SMILES: [NH2:1][C:2]1[C:3]([C:8]#[N:9])=[N:4][CH:5]=[CH:6][CH:7]=1.C[O-].[Na+].Cl.[NH2:14][OH:15]>C(O)C>[NH2:1][C:2]1[C:3]([C:8]([NH2:9])=[N:14][OH:15])=[N:4][CH:5]=[CH:6][CH:7]=1 |f:1.2,3.4|. Reported procedure: A suspension of 3-amino-2-cyanopyridine (1.18 g, 9.9 mmol), sodium methoxide (0.64 g, 12 mmol) and hydroxylamine hydrochloride (0.83 g, 12 mmol) in ethanol (10 ml) was heated under reflux for 1 h. The mixture was filtered and the filtrate concentrated to an oil, which was purified by flash column chromatography on silica gel, eluting with dichloromethane/methanol (50:1 to 10:1) as eluent to afford the product as a yellow solid (0.82 g), MS (+CI) m/z 153 [M+H]+; 1H NMR (d6-DMSO) 9.80 (1H, br. s),... Starting materials: [Al+3], Cc1ccc(C)c(OC(C)C(=O)O)c1, [H-], [H-], [H-], [H-], [Li+], [Na+], C1CCOC1, [OH-], O. The product is Cc1ccc(C)c(OC(C)CO)c1. Reaction SMILES: [Al+3:2].[CH3:12][c:13]1[c:14]([O:15][CH:16]([C:17](=[O:18])[OH:19])[CH3:20])[cH:21][c:22]([CH3:25])[cH:23][cH:24]1.[H-:1].[H-:4].[H-:5].[H-:6].[Li+:3].[Na+:27].[O:7]1[CH2:8][CH2:9][CH2:10][CH2:11]1.[OH-:26].[OH2:28]>>[CH3:12][c:13]1[c:14]([O:15][CH:16]([CH2:17][OH:18])[CH3:20])[cH:21][c:22]([CH3:25])[cH:23][cH:24]1. Starting materials: C(C)(C)(C)OC(=O)N1CCC(CC1)NS(=O)(=O)C1=CC=C(C2=CC=CC=C12)N1C(C2=CC=CC=C2C1=O)=O (4-[4-(1,3-dioxo-1,3-dihydro-isoindol-2-yl)-naphthalene-1-sulfonylamino]-piperidine-1-carboxylic acid tert-butyl ester), COC1=CC=C(C=C1)NS(=O)(=O)C1=CC=C(C2=CC=CC=C12)N1C(C2=CC=CC=C2C1=O)=O (4-(1,3-dioxo-1,3-dihydro-isoindol-2-yl)-naphthalene-1-sulfonic acid (4-methoxyphenyl)-amide). Yields the product C(C)(C)(C)OC(=O)N1CCC(CC1)NS(=O)(=O)C1=CC=C(C2=CC=CC=C12)N (4-(4-Amino-naphthalene-1-sulfonylamino)-piperidine-1-carboxylic acid tert-butyl ester). Reaction SMILES: [C:1]([O:5][C:6]([N:8]1[CH2:13][CH2:12][CH:11]([NH:14][S:15]([C:18]2[C:27]3[C:22](=[CH:23][CH:24]=[CH:25][CH:26]=3)[C:21]([N:28]3C(=O)C4C(=CC=CC=4)C3=O)=[CH:20][CH:19]=2)(=[O:17])=[O:16])[CH2:10][CH2:9]1)=[O:7])([CH3:4])([CH3:3])[CH3:2].COC1C=CC(NS(C2C3C(=CC=CC=3)C(N3C(=O)C4C(=CC=CC=4)C3=O)=CC=2)(=O)=O)=CC=1>>[C:1]([O:5][C:6]([N:8]1[CH2:13][CH2:12][CH:11]([NH:14][S:15]([C:18]2[C:27]3[C:22](=[CH:23][CH:24]=[CH:25][CH:26]=3)[C:21]([NH2:28])=[CH:20][CH:19]=2)(=[O:17])=[O:16])[CH2:10][CH2:9]1)=[O:7])([CH3:4])([CH3:2])[CH3:3]. Procedure details: 4-(4-Amino-naphthalene-1-sulfonylamino)-piperidine-1-carboxylic acid tert-butyl ester (20) was prepared according to the general procedure in Scheme 3 substituting 4-[4-(1,3-dioxo-1,3-dihydro-isoindol-2-yl)-naphthalene-1-sulfonylamino]-piperidine-1-carboxylic acid tert-butyl ester for 4-(1,3-dioxo-1,3-dihydro-isoindol-2-yl)-naphthalene-1-sulfonic acid (4-methoxyphenyl)-amide. Starting materials: C(CCC)N1C(C=2NC=3C=CC=CC3C2C1)=O (2-n-Butyl-1,4-dihydropyrrolo[3,4-b]indol-3(2H)-one), [H-].[H-].[H-].[H-].[Li+].[Al+3] (LiAlH4). Run in O1CCCC1 (tetrahydrofuran), O1CCCC1 (tetrahydrofuran). Yields the product C(CCC)N1CC=2NC=3C=CC=CC3C2C1 (2-n-butyl-1,2,3,4-tetrahydropyrrolo[3,4-b]indole). As a reaction SMILES: [CH2:1]([N:5]1[CH2:16][C:15]2[C:14]3[CH:13]=[CH:12][CH:11]=[CH:10][C:9]=3[NH:8][C:7]=2[C:6]1=O)[CH2:2][CH2:3][CH3:4].[H-].[H-].[H-].[H-].[Li+].[Al+3]>O1CCCC1>[CH2:1]([N:5]1[CH2:16][C:15]2[C:14]3[CH:13]=[CH:12][CH:11]=[CH:10][C:9]=3[NH:8][C:7]=2[CH2:6]1)[CH2:2][CH2:3][CH3:4] |f:1.2.3.4.5.6|. Procedure details: 2-n-Butyl-1,4-dihydropyrrolo[3,4-b]indol-3(2H)-one, 20 g., in dry tetrahydrofuran, 400 ml., is added slowly to a slurry of LiAlH4, 14 g., in tetrahydrofuran, 250 ml. After refluxing twenty hours, the reaction mixture is hydrolyzed with 30 ml. of water, and filtered. After the solvent is removed, one obtains 20.1 g. of a reddish-brown solid. Recrystallization from methanol, 200 ml., gives 11 g. of the title compound, m.p. 151°-2°. Starting materials: C(C)(=O)C=1C=C2C=C(C(OC2=CC1)C(F)(F)F)C(=O)OCC (ethyl 6-acetyl-2-(trifluoromethyl)-2H-chromene-3-carboxylate), ClCCl (dichloromethane), C(C)[SiH](CC)CC (triethyl silane). Solvent: O (water). Reaction conditions: time 8 hour. Product: C(C)C=1C=C2C=C(C(OC2=CC1)C(F)(F)F)C(=O)OCC (ethyl 6-ethyl-2-(trifluoromethyl)-2H-chromene-3-carboxylate), oil. The yield is 89.0%. Reaction SMILES: [C:1]([C:4]1[CH:5]=[C:6]2[C:11](=[CH:12][CH:13]=1)[O:10][CH:9]([C:14]([F:17])([F:16])[F:15])[C:8]([C:18]([O:20][CH2:21][CH3:22])=[O:19])=[CH:7]2)(=O)[CH3:2].ClCCl.C([SiH](CC)CC)C>O>[CH2:1]([C:4]1[CH:5]=[C:6]2[C:11](=[CH:12][CH:13]=1)[O:10][CH:9]([C:14]([F:15])([F:16])[F:17])[C:8]([C:18]([O:20][CH2:21][CH3:22])=[O:19])=[CH:7]2)[CH3:2]. Procedure: A 50 mL single-neck round bottom flask was charged with ethyl 6-acetyl-2-(trifluoromethyl)-2H-chromene-3-carboxylate (1.465 g, 4.662 mmole), dichloromethane (4 mL), and triethyl silane (1.71 mL, 1.25 g, 10.72 mmole) and stirred at RT overnight. The crude reaction was poured into water and extracted several times with dichloromethane. The combined organics were washed with water, then with aqueous 10% sodium carbonate solution, dried over MgSO4, filtered and concentrated in vacuo to yield a color... The reactants are FC1=C(C(=O)NC)C=CC(=C1)[N+](=O)[O-] (2-Fluoro-N-methyl-4-nitro-benzamide), C(C)(=O)OCC (ethyl acetate). The reagents and catalysts are [Fe] (iron). Run in C(C)(=O)O (acetic acid). Run at temperature 25 celsius. The product is NC1=CC(=C(C(=O)NC)C=C1)F (4-Amino-2-fluoro-N-methyl-benzamide), solid. Isolated yield 97.0%. Reaction SMILES: [F:1][C:2]1[CH:11]=[C:10]([N+:12]([O-])=O)[CH:9]=[CH:8][C:3]=1[C:4]([NH:6][CH3:7])=[O:5].C(OCC)(=O)C>[Fe].C(O)(=O)C>[NH2:12][C:10]1[CH:9]=[CH:8][C:3]([C:4]([NH:6][CH3:7])=[O:5])=[C:2]([F:1])[CH:11]=1. Reported procedure: To a solution of 2-fluoro-N-methyl-4-nitro-benzamide 21 (3 g, 15.1 mmol) in co-solvent of ethyl acetate and acetic acid (12 mL+12 mL) was added iron dust (8 g, 143. mmol). The suspension was heated at reflux until the starting material disappeared in LCMS. Cooled down to 25° C. The solid was filtered off and the filtrate was diluted with ethyl acetate (50 mL). The organic phase was washed with brine (3×30 mL), dried (MgSO4) and concentrated to dryness in vacuo. The title compound 4a was obtained...